From a dataset of the Open Reaction Database (ORD), a public repository of structured organic reaction records. describe an organic reaction: reactants, conditions, products, and yield Reactants: COC(=O)C1=C(C=2N(N(C1=O)CC1=CC=C(C=C1)OC)C=C(C2)Cl)O (6-chloro-4-hydroxy-2-oxo-1-(4-methoxy-benzyl)-1,2-dihydro-pyrrolo[1,2-b]pyridazine-3-carboxylic acid methyl ester), N[C@@H](C)C(=O)O (L-alanine), C[O-].[Na+] (NaOMe). Yields the product ClC=1C=C2N(N(C(C(=C2O)C(=O)N[C@H](C(=O)O)C)=O)CC2=CC=C(C=C2)OC)C1 (2-(S)-{[6-Chloro-1-(4-methoxy-benzyl)-4-hydroxy-2-oxo-1,2-dihydro-pyrrolo[1,2-b]pyridazine-3-carbonyl]-amino}-propionic acid). As a reaction SMILES: CO[C:3]([C:5]1[C:10](=[O:11])[N:9]([CH2:12][C:13]2[CH:18]=[CH:17][C:16]([O:19][CH3:20])=[CH:15][CH:14]=2)[N:8]2[CH:21]=[C:22]([Cl:24])[CH:23]=[C:7]2[C:6]=1[OH:25])=[O:4].[NH2:26][C@H:27]([C:29]([OH:31])=[O:30])[CH3:28].C[O-].[Na+]>>[Cl:24][C:22]1[CH:23]=[C:7]2[C:6]([OH:25])=[C:5]([C:3]([NH:26][C@@H:27]([CH3:28])[C:29]([OH:31])=[O:30])=[O:4])[C:10](=[O:11])[N:9]([CH2:12][C:13]3[CH:18]=[CH:17][C:16]([O:19][CH3:20])=[CH:15][CH:14]=3)[N:8]2[CH:21]=1 |f:2.3|. Reported procedure: Prepared according to the reaction condition used in Example 19 step a) from 6-chloro-4-hydroxy-2-oxo-1-(4-methoxy-benzyl)-1,2-dihydro-pyrrolo[1,2-b]pyridazine-3-carboxylic acid methyl ester, L-alanine and NaOMe. ESI (m/z): 420 (M+H)+. Product: O1C(=NC2=C1C=CC=C2)N2CCN(CC2)C2=CC=C(C=N2)NC(=O)C2=C(N=C(O2)N2CCC(CC2)C2=CC=CC=C2)C(F)(F)F (6-(4-(benzo[d]oxazol-2-yl)piperazin-1-yl)pyridin-3-yl-2-(4-phenylpiperidin-1-yl)-4-(trifluoromethyl)oxazole-5-carboxamide). The reactants are CCN(C(C)C)C(C)C (Hunigs base), ClC=1OC2=C(N1)C=CC=C2 (2-chlorobenzoxazole), N1(CCNCCC1)C1=CC=C(C=N1)NC(=O)C1=C(N=C(O1)N1CCC(CC1)C1=CC=CC=C1)C(F)(F)F (N-(6-(1,4-diazepan-1-yl)pyridin-3-yl)-2-(4-phenylpiperidin-1-yl)-4-(trifluoromethyl)oxazole-5-carboxamide). Procedure details: Compound C-18 was prepared by the general procedure for compound 84. Compound C-18 (150 mg, 0.30 mmol), Hunigs base (78 mg, 0.10 mL, 0.60 mmol), and 2-chlorobenzoxazole (92 mg, 0.60 mmol) in dry DMF (3 mL) was heated at 100° C. for 24 h. The reaction mixture was cooled and concentrated. Water (15 mL) was added, and the aqueous solution was extracted with CH2Cl2. The combined extracts were dried (MgSO4), filtered, and concentrated. Purification by silica gel chromatography (eluant:10-30% EtOAc—CH... Run in CN(C)C=O (DMF). Yield: 42.0%. Reaction SMILES: [N:1]1([C:8]2[N:13]=[CH:12][C:11]([NH:14][C:15]([C:17]3[O:21][C:20]([N:22]4[CH2:27][CH2:26][CH:25]([C:28]5[CH:33]=[CH:32][CH:31]=[CH:30][CH:29]=5)[CH2:24][CH2:23]4)=[N:19][C:18]=3[C:34]([F:37])([F:36])[F:35])=[O:16])=[CH:10][CH:9]=2)[CH2:7][CH2:6][CH2:5][NH:4][CH2:3][CH2:2]1.CCN(C(C)C)C(C)C.ClC1[O:49][C:50]2[CH:56]=[CH:55][CH:54]=[CH:53][C:51]=2[N:52]=1>CN(C=O)C>[O:49]1[C:50]2[CH:56]=[CH:55][CH:54]=[CH:53][C:51]=2[N:52]=[C:5]1[N:4]1[CH2:3][CH2:2][N:1]([C:8]2[N:13]=[CH:12][C:11]([NH:14][C:15]([C:17]3[O:21][C:20]([N:22]4[CH2:23][CH2:24][CH:25]([C:28]5[CH:29]=[CH:30][CH:31]=[CH:32][CH:33]=5)[CH2:26][CH2:27]4)=[N:19][C:18]=3[C:34]([F:36])([F:35])[F:37])=[O:16])=[CH:10][CH:9]=2)[CH2:7][CH2:6]1. The reactants are C1C(C=CC2=CC=CC=C12)C1C(OC(C1)=O)=O (Dihydro-3-(1,2-dihydro-2-naphthalenyl)-2,5-furandione), CN (methylamine), amine. Solvent: O (water). The product is C1C(C=CC2=CC=CC=C12)C1C(N(C(C1)=O)C)=O (3-(1,2-Dihydro-2-naphthalenyl)-1-methyl-2,5-pyrrolidinedione). Reaction SMILES: [CH2:1]1[C:10]2[C:5](=[CH:6][CH:7]=[CH:8][CH:9]=2)[CH:4]=[CH:3][CH:2]1[CH:11]1[CH2:15][C:14](=[O:16])[O:13][C:12]1=O.[CH3:18][NH2:19]>O>[CH2:1]1[C:10]2[C:5](=[CH:6][CH:7]=[CH:8][CH:9]=2)[CH:4]=[CH:3][CH:2]1[CH:11]1[CH2:15][C:14](=[O:16])[N:19]([CH3:18])[C:12]1=[O:13]. Procedure details: 60 g of the above anhydride is added portionwise to a stirred 500 ml portion of aqueous methylamine. After addition is complete, the mixture is heated to boil off water and excess amine, ultimately to 210°-220° to complete the cyclization and form the title A compound. Reactants: NC1=C(C(=O)NC2=C(C=C(C(=O)N(C3=C(C=C(C=C3)C)OCCCCCC(=O)N3CCN(CC3)C)C)C=C2)OC)C=CC=C1N (4-(2,3-diaminobenzoyl)amino-3-methoxy-N-methyl-N-[4-methyl-2-[5-(4-methylpiperazin-1-yl)carbonylpent-1-yloxy]phenyl]benzamide), C(#N)CC(=O)O (cyanoacetic acid), C(O)([O-])=O.[Na+] (sodium hydrogen carbonate). Solvent: C(C)#N (acetonitrile). Run at temperature 100 celsius. The product is C(#N)CC1=NC2=C(N1)C=CC=C2C(=O)NC2=C(C=C(C(=O)N(C1=C(C=C(C=C1)C)OCCCCCC(=O)N1CCN(CC1)C)C)C=C2)OC (4-[[2-cyanomethyl-1H-benzimidazol-4-yl]carbonylamino]-3-methoxy-N-methyl-N-[4-methyl-2-[5-(4-methylpiperazin-1-yl)carbonylpent-1-yloxy]phenyl]benzamide). Yield: 30.9%. As a reaction SMILES: [NH2:1][C:2]1[C:44]([NH2:45])=[CH:43][CH:42]=[CH:41][C:3]=1[C:4]([NH:6][C:7]1[CH:38]=[CH:37][C:10]([C:11]([N:13]([CH3:36])[C:14]2[CH:19]=[CH:18][C:17]([CH3:20])=[CH:16][C:15]=2[O:21][CH2:22][CH2:23][CH2:24][CH2:25][CH2:26][C:27]([N:29]2[CH2:34][CH2:33][N:32]([CH3:35])[CH2:31][CH2:30]2)=[O:28])=[O:12])=[CH:9][C:8]=1[O:39][CH3:40])=[O:5].[C:46]([CH2:48][C:49](O)=O)#[N:47].C(=O)([O-])O.[Na+]>C(#N)C>[C:46]([CH2:48][C:49]1[NH:45][C:44]2[CH:43]=[CH:42][CH:41]=[C:3]([C:4]([NH:6][C:7]3[CH:38]=[CH:37][C:10]([C:11]([N:13]([CH3:36])[C:14]4[CH:19]=[CH:18][C:17]([CH3:20])=[CH:16][C:15]=4[O:21][CH2:22][CH2:23][CH2:24][CH2:25][CH2:26][C:27]([N:29]4[CH2:34][CH2:33][N:32]([CH3:35])[CH2:31][CH2:30]4)=[O:28])=[O:12])=[CH:9][C:8]=3[O:39][CH3:40])=[O:5])[C:2]=2[N:1]=1)#[N:47] |f:2.3|. Reported procedure: To a solution of 4-(2,3-diaminobenzoyl)amino-3-methoxy-N-methyl-N-[4-methyl-2-[5-(4-methylpiperazin-1-yl)carbonylpent-1-yloxy]phenyl]benzamide (240 mg) in acetonitrile (1 ml) was added cyanoacetic acid (662 mg). The solution was heated at 100° C. for 8 hours. After cooling, aqueous sodium hydrogen carbonate was added to the mixture and extracted with ethyl acetate. The extract was washed with brine and dried over sodium sulfate. After evaporation of the solvent, the residue was purified by silic... Product: COC(=O)C=COC1CCC(N(C)C(=O)OC(C)(C)C)CC1. Reactants: CN(C(=O)OC(C)(C)C)C1CCC(O)CC1, C#CC(=O)OC, CCCCP(CCCC)CCCC, C1CCOC1. As a reaction SMILES: [C:1]([CH3:2])([CH3:3])([CH3:4])[O:5][C:6]([N:7]([CH3:8])[CH:9]1[CH2:10][CH2:11][CH:12]([OH:15])[CH2:13][CH2:14]1)=[O:16].[C:30]([C:31]#[CH:32])(=[O:33])[O:34][CH3:35].[CH2:17]([P:18]([CH2:19][CH2:20][CH2:21][CH3:22])[CH2:23][CH2:24][CH2:25][CH3:26])[CH2:27][CH2:28][CH3:29].[CH2:36]1[O:37][CH2:38][CH2:39][CH2:40]1>>[C:1]([CH3:2])([CH3:3])([CH3:4])[O:5][C:6]([N:7]([CH3:8])[CH:9]1[CH2:10][CH2:11][CH:12]([O:15][CH:32]=[CH:31][C:30](=[O:33])[O:34][CH3:35])[CH2:13][CH2:14]1)=[O:16]. Starting materials: BrC1=CC=C(C=C1)S (4-Bromobenzenethiol), ClC1=C(C=C(S1)C(C)=O)[N+](=O)[O-] (1-(5-chloro-4-nitro-2-thienyl)ethanone). The product is BrC1=CC=C(C=C1)SC1=C(C=C(S1)C(C)=O)[N+](=O)[O-] (1-[5-(4-Bromophenylsulfanyl)-4-nitro-2-thienyl]ethanone), solid. Isolated yield 58.0%. Reaction SMILES: [Br:1][C:2]1[CH:7]=[CH:6][C:5]([SH:8])=[CH:4][CH:3]=1.Cl[C:10]1[S:14][C:13]([C:15](=[O:17])[CH3:16])=[CH:12][C:11]=1[N+:18]([O-:20])=[O:19]>>[Br:1][C:2]1[CH:7]=[CH:6][C:5]([S:8][C:10]2[S:14][C:13]([C:15](=[O:17])[CH3:16])=[CH:12][C:11]=2[N+:18]([O-:20])=[O:19])=[CH:4][CH:3]=1. Procedure details: Prepared according to the procedure described as in Step B for example 1 from 4-Bromobenzenethiol (1.03 g, 5.5 mmol) and 1-(5-chloro-4-nitro-2-thienyl)ethanone (1.14 g, 5.5 mmol). The title compound was obtained as an orange solid (1.15 g, 58% yield). 1H NMR (300 MHz, CDCl3) δ: 8.07 (1H, s) 7.68 (2H, d, J=8.69 Hz), 7.53 (2H, d, J=8.69 Hz), 2.49 (3H, s). The reactants are Cc1cccc(CCOCc2ccccc2)c1Br, [Li]C(C)(C)C, CN(C)C=O, CCOCC, Cl, C1CCOC1, O. Product: Cc1cccc(CCOCc2ccccc2)c1C=O. As a reaction SMILES: [Br:1][c:2]1[c:3]([CH2:4][CH2:5][O:6][CH2:7][c:8]2[cH:9][cH:10][cH:11][cH:12][cH:13]2)[cH:14][cH:15][cH:16][c:17]1[CH3:18].[C:19]([Li:20])([CH3:21])([CH3:22])[CH3:23].[CH3:24][N:25]([CH:26]=[O:27])[CH3:28].[CH3:35][CH2:36][O:37][CH2:38][CH3:39].[ClH:29].[O:30]1[CH2:31][CH2:32][CH2:33][CH2:34]1.[OH2:40]>>[c:2]1([CH:26]=[O:27])[c:3]([CH2:4][CH2:5][O:6][CH2:7][c:8]2[cH:9][cH:10][cH:11][cH:12][cH:13]2)[cH:14][cH:15][cH:16][c:17]1[CH3:18].